This data is from the Open Reaction Database (ORD), a public repository of structured organic reaction records. The task is: describe an organic reaction: reactants, conditions, products, and yield Starting materials: N1C(CNCC1)=O (piperazinone), Cl.ClC1=CC=NC=C1 (4-chloropyridine hydrochloride). Reaction conditions: temperature 200 celsius. Yields the product N1=CC=C(C=C1)N1CC(NCC1)=O (4-(4-pyridyl)piperazin-2-one). Isolated yield 23.5%. As a reaction SMILES: [NH:1]1[CH2:6][CH2:5][NH:4][CH2:3][C:2]1=[O:7].Cl.Cl[C:10]1[CH:15]=[CH:14][N:13]=[CH:12][CH:11]=1>>[N:13]1[CH:14]=[CH:15][C:10]([N:4]2[CH2:5][CH2:6][NH:1][C:2](=[O:7])[CH2:3]2)=[CH:11][CH:12]=1 |f:1.2|. Procedure: An intimate mixture of piperazinone (4.2 g) and 4-chloropyridine hydrochloride (7.33 g) was stirred and heated at 200° C. for 10 minutes and allowed to cool. The product was purified by flash column chromatography and cluted with 1/9/0.1 v:v:v methanol/methylene chloride/0.88 S.G. aqueous ammonia. The solid thus obtained was recrystallised from ethanol to give 4-(4-pyridyl)piperazin-2-one (1.75 g); m.p. 268°-270° C.; NMR (d6DMSO) δ 8.2(3H,m); 6.8(12H,m); 3.85(2H,s); 3.52(2H,m); 3.31(2H,m); m/e 1... Starting materials: NC1=C(C(=O)O)C=CC=C1Cl (2-amino-3-chlorobenzoic acid), CN(C)C=O (DMF), O1CCOCC1 (dioxane), BrCC(=O)Br (Bromoacetyl bromide). Solvent: O (water). Conditions: time 4 hour. Product: ClC=1C(=C(C(=O)O)C=CC1)NC(CBr)=O (3-Chloro-2-(bromoacetamido)benzoic Acid). The yield is 65.0%. As a reaction SMILES: [NH2:1][C:2]1[C:10]([Cl:11])=[CH:9][CH:8]=[CH:7][C:3]=1[C:4]([OH:6])=[O:5].CN(C=O)C.O1CCOCC1.[Br:23][CH2:24][C:25](Br)=[O:26]>O>[Cl:11][C:10]1[C:2]([NH:1][C:25](=[O:26])[CH2:24][Br:23])=[C:3]([CH:7]=[CH:8][CH:9]=1)[C:4]([OH:6])=[O:5]. Procedure details: A solution of 2-amino-3-chlorobenzoic acid (7 g, 0.041 mol), anhydrous DMF (20 mL) and anhydrous dioxane (20 mL) was cooled to 0° C. in a 250 mL 3-necked flask, fitted with a magnetic stirrer and constant additional funnel. Bromoacetyl bromide was added dropwise over a 27 min period, keeping the internal temperature between 0° to 2° C. After the addition was complete, the solution was allowed to warm to room temperature and stirring was continued for 4 hours. The reaction mixture was cooled in a... Reactants: [BH4-], COC(=O)c1ccccc1C(=O)NN(C)C(=S)Nc1cccc(F)c1, CCO, Cl, [Na+], O. Yields the product CN(NC(=O)c1ccccc1CO)C(=S)Nc1cccc(F)c1. As a reaction SMILES: [BH4-:26].[C:1](=[O:2])([O:3][CH3:4])[c:5]1[c:6]([C:7](=[O:8])[NH:9][N:10]([C:11](=[S:12])[NH:13][c:14]2[cH:15][c:16]([F:20])[cH:17][cH:18][cH:19]2)[CH3:21])[cH:22][cH:23][cH:24][cH:25]1.[CH3:30][CH2:31][OH:32].[ClH:29].[Na+:27].[OH2:28]>>[CH2:1]([OH:2])[c:5]1[c:6]([C:7](=[O:8])[NH:9][N:10]([C:11](=[S:12])[NH:13][c:14]2[cH:15][c:16]([F:20])[cH:17][cH:18][cH:19]2)[CH3:21])[cH:22][cH:23][cH:24][cH:25]1. Starting materials: suspension, BrC1=CC(=C(C(=O)O)C=C1)[N+](=O)[O-] (4-bromo-2-nitrobenzoic acid), B (borane). Run in C1CCOC1 (THF). Conditions: time 48 hour. Yields the product BrC1=CC(=C(C=C1)CO)[N+](=O)[O-] ((4-Bromo-2-nitrophenyl)methanol). Yield: 95.0%. As a reaction SMILES: [Br:1][C:2]1[CH:10]=[CH:9][C:5]([C:6](O)=[O:7])=[C:4]([N+:11]([O-:13])=[O:12])[CH:3]=1.B>C1COCC1>[Br:1][C:2]1[CH:10]=[CH:9][C:5]([CH2:6][OH:7])=[C:4]([N+:11]([O-:13])=[O:12])[CH:3]=1. Reported procedure: To a 0.5M suspension of 4-bromo-2-nitrobenzoic acid in THF in an ice bath was slowly added borane (1.0M/THF, 4 eq). The reaction mixture was stirred at ambient temperature for 48 h. LCMS showed the reaction was complete. The mixture was recooled to 0° C. and quenched with methanol and concentrated to remove solvent. The residue was taken into ethyl acetate and organic phase was washed with water, saturated sodium bicarbonate, brine, dried over sodium sulfate and concentrated to give yellow solid... The reactants are C1CCOC1, [N-]=[N+]=NC1Cc2ccccc2C1Nc1nc(C2CC2)c(-c2ccc(Cl)cc2Cl)nc1C1CC1, O, c1ccc(P(c2ccccc2)c2ccccc2)cc1. The product is NC1Cc2ccccc2C1Nc1nc(C2CC2)c(-c2ccc(Cl)cc2Cl)nc1C1CC1. Reaction SMILES: [CH2:54]1[O:55][CH2:56][CH2:57][CH2:58]1.[N:1](=[N+:2]=[N-:3])[CH:4]1[CH:5]([NH:13][c:14]2[n:15][c:16]([CH:31]3[CH2:32][CH2:33]3)[c:17](-[c:23]3[c:24]([Cl:30])[cH:25][c:26]([Cl:29])[cH:27][cH:28]3)[n:18][c:19]2[CH:20]2[CH2:21][CH2:22]2)[c:6]2[cH:7][cH:8][cH:9][cH:10][c:11]2[CH2:12]1.[OH2:53].[c:34]1([P:35]([c:36]2[cH:37][cH:38][cH:39][cH:40][cH:41]2)[c:42]2[cH:43][cH:44][cH:45][cH:46][cH:47]2)[cH:48][cH:49][cH:50][cH:51][cH:52]1>>[NH2:1][CH:4]1[CH:5]([NH:13][c:14]2[n:15][c:16]([CH:31]3[CH2:32][CH2:33]3)[c:17](-[c:23]3[c:24]([Cl:30])[cH:25][c:26]([Cl:29])[cH:27][cH:28]3)[n:18][c:19]2[CH:20]2[CH2:21][CH2:22]2)[c:6]2[cH:7][cH:8][cH:9][cH:10][c:11]2[CH2:12]1.